This data is from the Open Reaction Database (ORD), a public repository of structured organic reaction records. The task is: describe an organic reaction: reactants, conditions, products, and yield Starting materials: FC(C(C=CC=1C=C(C=CC1)C1=CC=C(C=C1)SC)=O)(C(F)(F)F)F (4,4,5,5,5-Pentafluoro-1-(4′-methylsulfanyl-biphenyl-3-yl)-pent-1-en-3-one), Cl.C1(CCCCC1)NN (cyclohexylhydrazine hydrochloride), N1CCCCC1 (piperidine). The solvent is C(C)O (ethanol). Run at temperature 100 celsius, time 18 hour. The product is C1(CCCCC1)N1N=C(CC1C=1C=C(C=CC1)C1=CC=C(C=C1)SC)C(C(F)(F)F)(F)F (1-cyclohexyl-5-(4′-methylsulfanyl-biphenyl-3-yl)-3-pentafluoroethyl-4,5-dihydro-1H-pyrazole). The yield is 4.0%. As a reaction SMILES: [F:1][C:2]([F:25])([C:21]([F:24])([F:23])[F:22])[C:3](=O)[CH:4]=[CH:5][C:6]1[CH:7]=[C:8]([C:12]2[CH:17]=[CH:16][C:15]([S:18][CH3:19])=[CH:14][CH:13]=2)[CH:9]=[CH:10][CH:11]=1.Cl.[CH:27]1([NH:33][NH2:34])[CH2:32][CH2:31][CH2:30][CH2:29][CH2:28]1.N1CCCCC1>C(O)C>[CH:27]1([N:33]2[CH:5]([C:6]3[CH:7]=[C:8]([C:12]4[CH:17]=[CH:16][C:15]([S:18][CH3:19])=[CH:14][CH:13]=4)[CH:9]=[CH:10][CH:11]=3)[CH2:4][C:3]([C:2]([F:25])([F:1])[C:21]([F:24])([F:23])[F:22])=[N:34]2)[CH2:32][CH2:31][CH2:30][CH2:29][CH2:28]1 |f:1.2|. Procedure: 4,4,5,5,5-Pentafluoro-1-(4′-methylsulfanyl-biphenyl-3-yl)-pent-1-en-3-one (200.0 mg, 0.54 mmol) prepared in Step 3 of Preparation 4, cyclohexylhydrazine hydrochloride (98.0 mg, 0.59 mmol), and piperidine (107.0 uL, 1.08 mmol) were added to ethanol (5.0 mL). The reaction mixture was stirred at 100° C. for 18 hours, concentrated under reduced pressure, and then ethyl acetate was added thereto. The reaction mixture was washed with distilled water, dried on anhydrous magnesium sulfate, and then conc... Starting materials: C(C)(C)(C)OC(NC1=C(C=C(C=C1)C1=C(C=CC=C1)F)N)=O ((3-amino-2′-fluoro-biphenyl-4-yl)-carbamic acid tert.-butyl ester), N1(C=NC=C1)C1=NC=CC(=C1)C1=CC(OC(O1)(C)C)=O (6-(2-imidazol-1-yl-pyridin-4-yl)-2,2-dimethyl-[1,3]dioxin-4-one). The product is C(C)(C)(C)OC(NC1=C(C=C(C=C1)C1=C(C=CC=C1)F)NC(CC(=O)C1=CC(=NC=C1)N1C=NC=C1)=O)=O ({2′-Fluoro-3-[3-(2-imidazol-1-yl-pyridin-4-yl)-3-oxo-propionylamino]-biphenyl-4-yl}-carbamic acid tert.-butyl ester). As a reaction SMILES: [C:1]([O:5][C:6](=[O:22])[NH:7][C:8]1[CH:13]=[CH:12][C:11]([C:14]2[CH:19]=[CH:18][CH:17]=[CH:16][C:15]=2[F:20])=[CH:10][C:9]=1[NH2:21])([CH3:4])([CH3:3])[CH3:2].[N:23]1([C:28]2[CH:33]=[C:32]([C:34]3[O:39]C(C)(C)[O:37][C:36](=O)[CH:35]=3)[CH:31]=[CH:30][N:29]=2)[CH:27]=[CH:26][N:25]=[CH:24]1>>[C:1]([O:5][C:6](=[O:22])[NH:7][C:8]1[CH:13]=[CH:12][C:11]([C:14]2[CH:19]=[CH:18][CH:17]=[CH:16][C:15]=2[F:20])=[CH:10][C:9]=1[NH:21][C:36](=[O:37])[CH2:35][C:34]([C:32]1[CH:31]=[CH:30][N:29]=[C:28]([N:23]2[CH:27]=[CH:26][N:25]=[CH:24]2)[CH:33]=1)=[O:39])([CH3:4])([CH3:2])[CH3:3]. Reported procedure: Prepared from (3-amino-2′-fluoro-biphenyl-4-yl)-carbamic acid tert.-butyl ester (Example G37) and 6-(2-imidazol-1-yl-pyridin-4-yl)-2,2-dimethyl-[1,3]dioxin-4-one (Example J14) according to the general procedure K. Obtained as an orange solid (103 mg). Starting materials: NC=1N(C(C2(N1)CC(OC1=CC=C(C=C12)Br)C1=CC=CC=C1)=O)CC1CCCCC1 (2′-amino-6-bromo-1′-(cyclohexylmethyl)-2-phenylspiro[chroman-4,4′-imidazol]-5′(1′H)-one), C(#N)C=1C=C(C=CC1)B(O)O (3-cyanophenylboronic acid). The reagents and catalysts are Cl[Pd]([P](C1=CC=CC=C1)(C2=CC=CC=C2)C3=CC=CC=C3)([P](C4=CC=CC=C4)(C5=CC=CC=C5)C6=CC=CC=C6)Cl (Pd(PPh3)2Cl2). Run in O1CCOCC1 (1,4-dioxane), C(=O)([O-])[O-].[Cs+].[Cs+] (Cs2CO3). Conditions: temperature 120 celsius. Product: NC=1N(C(C2(N1)CC(OC1=CC=C(C=C12)C=1C=C(C#N)C=CC1)C1=CC=CC=C1)=O)CC1CCCCC1 (3-(2′-amino-1′-(cyclohexylmethyl)-5′-oxo-2-phenyl-1′,5′-dihydrospiro[chroman-4,4′-imidazole]-6-yl)benzonitrile). The yield is 31.0%. Reaction SMILES: [NH2:1][C:2]1[N:3]([CH2:24][CH:25]2[CH2:30][CH2:29][CH2:28][CH2:27][CH2:26]2)[C:4](=[O:23])[C:5]2([C:15]3[C:10](=[CH:11][CH:12]=[C:13](Br)[CH:14]=3)[O:9][CH:8]([C:17]3[CH:22]=[CH:21][CH:20]=[CH:19][CH:18]=3)[CH2:7]2)[N:6]=1.[C:31]([C:33]1[CH:34]=[C:35](B(O)O)[CH:36]=[CH:37][CH:38]=1)#[N:32]>O1CCOCC1.C([O-])([O-])=O.[Cs+].[Cs+].Cl[Pd](Cl)([P](C1C=CC=CC=1)(C1C=CC=CC=1)C1C=CC=CC=1)[P](C1C=CC=CC=1)(C1C=CC=CC=1)C1C=CC=CC=1>[NH2:1][C:2]1[N:3]([CH2:24][CH:25]2[CH2:30][CH2:29][CH2:28][CH2:27][CH2:26]2)[C:4](=[O:23])[C:5]2([C:15]3[C:10](=[CH:11][CH:12]=[C:13]([C:37]4[CH:38]=[C:33]([CH:34]=[CH:35][CH:36]=4)[C:31]#[N:32])[CH:14]=3)[O:9][CH:8]([C:17]3[CH:22]=[CH:21][CH:20]=[CH:19][CH:18]=3)[CH2:7]2)[N:6]=1 |f:3.4.5,^1:56,75|. Procedure details: Pd(PPh3)2Cl2 (10 mg, 0.014 mmol) in a 10 mL tube under Ar was treated sequentially with 2′-amino-6-bromo-1′-(cyclohexylmethyl)-2-phenylspiro[chroman-4,4′-imidazol]-5′(1′H)-one (30 mg, 0.064 mmol) in 1,4-dioxane (1.5 mL), Cs2CO3 (2 N, 0.5 mL) and 3-cyanophenylboronic acid (19 mg, 0.128 mmol). The mixture was heated at 120° C. under microwave reactor for 0.5 h. The reaction mixture was concentrated in vacuo to give the residue, which was purified by preparative TLC followed by preparative HPLC to ...